describe an organic reaction: reactants, conditions, products, and yield From a dataset of the Open Reaction Database (ORD), a public repository of structured organic reaction records. The reactants are epoxide, C[Li] (methyl lithium), dilithiotetrachlorocuprate, C(C1=CC=CC=C1)OCCCC[C@@H]1CO1 ((R)-6-benzyloxyhex-1-ene oxide). Product: C(C1=CC=CC=C1)OCCCC[C@H](CC)O ((S)-1-benzyloxy-5-hydroxyheptane). Procedure details: (R)-6-Benzyloxyhex-1-ene oxide was prepared by copper catalyzed addition of 3-benzyloxypropyl-1-magnesium bromide to R-epichlorohydrin to form R-1-chloro-6-benzyloxyhexan-2-ol, which was then ring closed under basic conditions to (R)-6-benzyloxyhex-1-ene oxide. This epoxide was then treated with methyl lithium (1.5 M in diethyl ether) in the presence of dilithiotetrachlorocuprate (0.02 molar equivalents, 0.1 M in tetrahydrofuran) to yield (S)-1-benzyloxy-5-hydroxyheptane. As a reaction SMILES: [CH2:1]([O:8][CH2:9][CH2:10][CH2:11][CH2:12][C@H:13]1[O:15][CH2:14]1)[C:2]1[CH:7]=[CH:6][CH:5]=[CH:4][CH:3]=1.[CH3:16][Li]>>[CH2:1]([O:8][CH2:9][CH2:10][CH2:11][CH2:12][C@@H:13]([OH:15])[CH2:14][CH3:16])[C:2]1[CH:3]=[CH:4][CH:5]=[CH:6][CH:7]=1.